This data is from the Open Reaction Database (ORD), a public repository of structured organic reaction records. The task is: describe an organic reaction: reactants, conditions, products, and yield Starting materials: C(N)(=O)SC(C(=O)O)C1=CC2=CC=C(C=C2C=C1)OC (α-carbamylthio-6-methoxy-2-naphthylacetic acid), C(C)N(C(=O)Cl)CC (diethylcarbamylchloride), CN(C(=O)Cl)C (dimethylcarbamyl chloride), CN(C(=O)SC(C(=O)O)C1=CC2=CC=C(C=C2C=C1)OC)C (α-dimethylcarbamylthio-6-methoxy-2-naphthylacetic acid), C(N)(=O)Cl (carbamyl chloride), C(C)NC(=O)Cl (ethylcarbamyl chloride), C(C)NC(=O)SC(C(=O)O)C1=CC2=CC=C(C=C2C=C1)OC (α-ethylcarbamylthio-6-methoxy-2-naphthylacetic acid). The product is C(C)N(C(=O)SC(C(=O)O)C1=CC2=CC=C(C=C2C=C1)OC)CC (α-Diethylcarbamylthio-6-methoxy-2-naphthylacetic acid). Reaction SMILES: [CH2:1]([N:3]([CH2:7][CH3:8])[C:4](Cl)=[O:5])[CH3:2].C(Cl)(=O)N.C(NC(Cl)=O)C.CN(C)C(Cl)=O.C([S:28][CH:29]([C:33]1[CH:42]=[CH:41][C:40]2[C:35](=[CH:36][CH:37]=[C:38]([O:43][CH3:44])[CH:39]=2)[CH:34]=1)[C:30]([OH:32])=[O:31])(=O)N.C(NC(SC(C1C=CC2C(=CC=C(OC)C=2)C=1)C(O)=O)=O)C.CN(C)C(SC(C1C=CC2C(=CC=C(OC)C=2)C=1)C(O)=O)=O>>[CH2:1]([N:3]([CH2:7][CH3:8])[C:4]([S:28][CH:29]([C:33]1[CH:42]=[CH:41][C:40]2[C:35](=[CH:36][CH:37]=[C:38]([O:43][CH3:44])[CH:39]=2)[CH:34]=1)[C:30]([OH:32])=[O:31])=[O:5])[CH3:2]. Procedure details: When diethylcarbamylchloride is replaced in the above procedure by carbamyl chloride (prepared in situ from potassium cyanate and anhydrous hydrogen chloride in anhydrous chloroform), ethylcarbamyl chloride or dimethylcarbamyl chloride, then the products prepared are α-carbamylthio-6-methoxy-2-naphthylacetic acid, α-ethylcarbamylthio-6-methoxy-2-naphthylacetic acid or α-dimethylcarbamylthio-6-methoxy-2-naphthylacetic acid. The reactants are C(C)(C)(C)OC(=O)C1=C(SC=2C(OCCC21)CO)N (2-amino-7-hydroxymethyl-4,7-dihydro-5H-thieno[2,3-c]pyran-3-carboxylic acid tert-butyl ester), C1(=CC=CC=C1)P(C1=CC=CC=C1)C1=CC=CC=C1 (triphenylphosphine), S1C(NC(C1)=O)=O (2,4-thiazolidinedione), CC(C)OC(=O)/N=N/C(=O)OC(C)C (diisopropylazodicarboxylate), resultant mixture. The solvent is O1CCCC1 (tetrahydrofuran). Reaction conditions: temperature 0 celsius. Product: C(C)(C)(C)OC(=O)C1=C(SC=2C(OCCC21)CN2C(SCC2=O)=O)N (2-amino-7-(2,4-dioxo-thiazolidin-3-ylmethyl)-4,7-dihydro-5H-thieno[2,3-c]pyran-3-carboxylic acid tert-butyl ester). The yield is 50.3%. RXN SMILES: [C:1]([O:5][C:6]([C:8]1[C:16]2[CH2:15][CH2:14][O:13][CH:12]([CH2:17]O)[C:11]=2[S:10][C:9]=1[NH2:19])=[O:7])([CH3:4])([CH3:3])[CH3:2].C1(P(C2C=CC=CC=2)C2C=CC=CC=2)C=CC=CC=1.[S:39]1[CH2:43][C:42](=[O:44])[NH:41][C:40]1=[O:45].CC(OC(/N=N/C(OC(C)C)=O)=O)C>O1CCCC1>[C:1]([O:5][C:6]([C:8]1[C:16]2[CH2:15][CH2:14][O:13][CH:12]([CH2:17][N:41]3[C:42](=[O:44])[CH2:43][S:39][C:40]3=[O:45])[C:11]=2[S:10][C:9]=1[NH2:19])=[O:7])([CH3:2])([CH3:3])[CH3:4]. Reported procedure: To a solution of 2-amino-7-hydroxymethyl-4,7-dihydro-5H-thieno[2,3-c]pyran-3-carboxylic acid tert-butyl ester (0.13 g, 0.46 mmol) in tetrahydrofuran (3 ml) was added triphenylphosphine (0.13 g, 0.51 mmol), and 2,4-thiazolidinedione (60 mg, 0.51 mmol). The reaction mixture was cooled to 0° C. and diisopropylazodicarboxylate (99 μL, 0.51 mmol) was added via syringe. The resultant mixture was stirred for 18 hours, gradually warming to room temperature. The volatiles were evaporated in vacuo and the...